describe an organic reaction: reactants, conditions, products, and yield From a dataset of the Open Reaction Database (ORD), a public repository of structured organic reaction records. Reactants: [BH4-], O=C1CCc2ccc(Br)cc21, CO, [Na+]. Product: OC1CCc2ccc(Br)cc21. Reaction SMILES: [BH4-:12].[Br:1][c:2]1[cH:3][cH:4][c:5]2[c:9]([cH:10]1)[C:8](=[O:11])[CH2:7][CH2:6]2.[CH3:14][OH:15].[Na+:13]>>[Br:1][c:2]1[cH:3][cH:4][c:5]2[c:9]([cH:10]1)[CH:8]([OH:11])[CH2:7][CH2:6]2. Reactants: C(C)(=O)OCC1=CC(=CC=C1)C1=CSC=C1 (3-(3-thienyl)phenylmethyl acetate), [OH-].[K+] (potassium hydroxide). Run in CO (methanol). Conditions: time 19 hour. Product: S1C=C(C=C1)C=1C=C(C=CC1)CO (3-(3-thienyl)phenylmethanol). Yield: 105.1%. Reaction SMILES: C([O:4][CH2:5][C:6]1[CH:11]=[CH:10][CH:9]=[C:8]([C:12]2[CH:16]=[CH:15][S:14][CH:13]=2)[CH:7]=1)(=O)C.[OH-].[K+]>CO>[S:14]1[CH:15]=[CH:16][C:12]([C:8]2[CH:7]=[C:6]([CH2:5][OH:4])[CH:11]=[CH:10][CH:9]=2)=[CH:13]1 |f:1.2|. Procedure: To 3.3 g (0.014 mol) of 3-(3-thienyl)phenylmethyl acetate was added with stirring a solution of 1.4 g (0.021 mol) of potassium hydroxide in 100 mL of methanol. The reaction mixture was stirred at ambient temperature for 19 hours. The volume of the reaction mixture was reduced to to 30 mL by concentration under reduced pressure. The concentrate was placed in a separatory funnel, and 100 mL of a saturated aqueous solution of sodium chloride was added. The mixture was extracted with five portions o... Starting materials: CO, CC(C)C(NC(=O)OC(C)(C)C)C(=O)N1CCN(Cc2ccc(Cl)c(Cl)c2)CC1, Cl. Product: CC(C)C(N)C(=O)N1CCN(Cc2ccc(Cl)c(Cl)c2)CC1. Reaction SMILES: [CH3:31][OH:32].[Cl:2][c:3]1[cH:4][c:5]([CH2:6][N:7]2[CH2:8][CH2:9][N:10]([C:13](=[O:14])[CH:15]([CH:16]([CH3:17])[CH3:18])[NH:19][C:20]([O:21][C:22]([CH3:23])([CH3:24])[CH3:25])=[O:26])[CH2:11][CH2:12]2)[cH:27][cH:28][c:29]1[Cl:30].[ClH:1]>>[Cl:2][c:3]1[cH:4][c:5]([CH2:6][N:7]2[CH2:8][CH2:9][N:10]([C:13](=[O:14])[CH:15]([CH:16]([CH3:17])[CH3:18])[NH2:19])[CH2:11][CH2:12]2)[cH:27][cH:28][c:29]1[Cl:30]. The reactants are COC1=C(C=C(C=C1)CCCC(=O)O)C (4-(4-methoxy-3-methylphenyl)butanoic acid), C(C(=O)Cl)(=O)Cl (oxalyl chloride), [Cl-].[Al+3].[Cl-].[Cl-] (aluminum chloride). Reagents/catalysts: CN(C)C=O (DMF). The solvent is C(Cl)Cl (methylene chloride). Conditions: time 2 hour. Product: CC1=CC=C2C(CCOC2=C1)=O (7-Methylchroman-4-one). Yield: 77.1%. Reaction SMILES: C[O:2][C:3]1[CH:8]=[CH:7][C:6]([CH2:9][CH2:10]CC(O)=O)=[CH:5][C:4]=1C.[C:16](Cl)(=[O:20])[C:17](Cl)=O.[Cl-].[Al+3].[Cl-].[Cl-]>C(Cl)Cl.CN(C=O)C>[CH3:10][C:9]1[CH:17]=[C:16]2[C:4]([C:3](=[O:2])[CH2:8][CH2:7][O:20]2)=[CH:5][CH:6]=1 |f:2.3.4.5|. Procedure details: A stirred solution of 5.0 grams (0.028 mole) of 3-(3-methylphenoxy)propanoic acid (i) and 5.3 grams (0.042 mole) of oxalyl chloride in 100 mL of methylene chloride was cooled to −5° C. and a few drops of DMF was added. Upon completion of addition, the reaction mixture was allowed to warm to ambient temperature where it stirred for about two hours. After this time, the reaction mixture was concentrated under reduced pressure to a residue: which was 3-(3-methylphenoxy)propanoic acid chloride. The ... The product is O=C(C1CCNCC1)N1CCc2ccc3[nH]c(=O)c(=O)[nH]c3c2C1. RXN SMILES: [O:1]=[c:2]1[c:3](=[O:31])[nH:4][c:5]2[cH:6][cH:7][c:8]3[c:9]([c:10]2[nH:11]1)[CH2:12][N:13]([C:16](=[O:17])[CH:18]1[CH2:19][CH2:20][N:21]([C:24]([O:25][C:26]([CH3:27])([CH3:28])[CH3:29])=[O:30])[CH2:22][CH2:23]1)[CH2:14][CH2:15]3.[OH:32][C:33]([C:34]([F:35])([F:36])[F:37])=[O:38]>>[O:1]=[c:2]1[c:3](=[O:31])[nH:4][c:5]2[cH:6][cH:7][c:8]3[c:9]([c:10]2[nH:11]1)[CH2:12][N:13]([C:16](=[O:17])[CH:18]1[CH2:19][CH2:20][NH:21][CH2:22][CH2:23]1)[CH2:14][CH2:15]3. Starting materials: CC(C)(C)OC(=O)N1CCC(C(=O)N2CCc3ccc4[nH]c(=O)c(=O)[nH]c4c3C2)CC1, O=C(O)C(F)(F)F. Reactants: N1=CC=C(C=C1)C=O (pyridine-4-carboxaldehyde), CC(CC(C)=O)=O (2,4-pentanedione), Cl (hydrogen chloride). The solvent is CN(C=O)C (N,N-dimethylformamide). Run at temperature 20 celsius, time 1 hour. Product: Cl.N1=CC=C(C=C1)C=C(C(C)=O)C(C)=O (3-(4-Pyridylmethylene)-2,4-pentanedione hydrochloride). RXN SMILES: [N:1]1[CH:6]=[CH:5][C:4]([CH:7]=O)=[CH:3][CH:2]=1.[CH3:9][C:10](=[O:15])[CH2:11][C:12](=[O:14])[CH3:13].[ClH:16]>CN(C)C=O>[ClH:16].[N:1]1[CH:2]=[CH:3][C:4]([CH:7]=[C:11]([C:10](=[O:15])[CH3:9])[C:12](=[O:14])[CH3:13])=[CH:5][CH:6]=1 |f:4.5|. Procedure: A solution containing 1.1 g of pyridine-4-carboxaldehyde and 1.0 g of 2,4-pentanedione in 10 ml of N,N-dimethylformamide was saturated with hydrogen chloride gas at 20° C. The solution was stirred for 1 h at 20° C. and then for 2 h at 80° C. The solvent was evaporated in vacuo and the residue was crystallized from ethanol. Yield 0.17 g, mP 175°-186° C.